Task: describe an organic reaction: reactants, conditions, products, and yield. Dataset: the Open Reaction Database (ORD), a public repository of structured organic reaction records Reactants: NC(CC1=CC=CC=C1)C(=O)O (DL-phenylalanine), C(=O)(OCC1=CC=CC=C1)N[C@@H](CC(=O)O)C(=O)O (N-carbobenzoxy-L-aspartic acid), S(O)(O)(=O)=O (sulfuric acid). Solvent: O (water). Run at temperature 60 celsius. Yields the product N[C@@H](CC1=CC=CC=C1)C(=O)O.C(=O)(OCC1=CC=CC=C1)N[C@@H](CC(=O)O)C(=O)O (L-phenylalanine N-carbobenzoxy-L-aspartic acid). The yield is 62.6%. RXN SMILES: [NH2:1][CH:2]([C:10]([OH:12])=[O:11])[CH2:3][C:4]1[CH:9]=[CH:8][CH:7]=[CH:6][CH:5]=1.[C:13]([NH:23][C@H:24]([C:29]([OH:31])=[O:30])[CH2:25][C:26]([OH:28])=[O:27])([O:15][CH2:16][C:17]1[CH:22]=[CH:21][CH:20]=[CH:19][CH:18]=1)=[O:14].S(=O)(=O)(O)O>O>[NH2:1][C@H:2]([C:10]([OH:12])=[O:11])[CH2:3][C:4]1[CH:9]=[CH:8][CH:7]=[CH:6][CH:5]=1.[C:13]([NH:23][C@H:24]([C:29]([OH:31])=[O:30])[CH2:25][C:26]([OH:28])=[O:27])([O:15][CH2:16][C:17]1[CH:22]=[CH:21][CH:20]=[CH:19][CH:18]=1)=[O:14] |f:4.5|. Procedure: Eight grams of DL-phenylalanine, 8.1 g of N-carbobenzoxy-L-aspartic acid and 1.2 g of sulfuric acid were added to 100 ml of water and the resulting solution was heated to 60° C. This solution was cooled to 40° C. at a rate of 2° C. per hour while stirring, and was stirred for another two hours. The resulting crystal was separated, washed in 20 ml of water and dried to give 8.2 g of an L-phenylalanine/N-carbobenzoxy-L-aspartic acid salt. Analysis of this salt revealed that the optical purity of t...